This data is from the Open Reaction Database (ORD), a public repository of structured organic reaction records. The task is: describe an organic reaction: reactants, conditions, products, and yield Reactants: BrC1=CC=C(N)C(=C1)F (4-bromo-6-fluoroaniline), COC=1C=C(C=CC1)B(O)O (3-Methoxyphenylboronic acid). Product: FC=1C=C(C=CC1N)C1=CC(=CC=C1)OC (3-fluoro-3′-methoxybiphenyl-4-amine). The yield is 75.3%. As a reaction SMILES: Br[C:2]1[CH:8]=[C:7]([F:9])[C:5]([NH2:6])=[CH:4][CH:3]=1.[CH3:10][O:11][C:12]1[CH:13]=[C:14](B(O)O)[CH:15]=[CH:16][CH:17]=1>>[F:9][C:7]1[CH:8]=[C:2]([C:16]2[CH:15]=[CH:14][CH:13]=[C:12]([O:11][CH3:10])[CH:17]=2)[CH:3]=[CH:4][C:5]=1[NH2:6]. Reported procedure: The title compound (430 mg) was prepared from 4-bromo-6-fluoroaniline (500 mg, 2.63 mmol) and 3-Methoxyphenylboronic acid (519 mg, 3.42 mmol) as a red liquid. 1H-NMR (δ ppm, DMSO-d6, 400 MHz): 7.34 (dd, J 2, 13.1, 1H), 7.27 (t, J 7.9, 1H), 7.22 (dd, J 2, 8.3, 1H), 7.12 (d, J 7.9, 1H), 7.09-7.07 (m, 1H), 6.84-6.78 (m, 2H), 5.29 (s, 2H), 3.78 (s, 3H).